describe an organic reaction: reactants, conditions, products, and yield From a dataset of the Open Reaction Database (ORD), a public repository of structured organic reaction records. Reactants: [H-].[Na+] (NaH), C(=O)(OCC)C1=CC=C(CP(OCC)(OCC)=O)C=C1 (diethyl (4-carbethoxybenzyl)-phosphonate), C(=O)C1=CC=2C(CCC(C2C=C1OCC#CCC)(C)C)(C)C (2-formyl-3-pent-2-ynyloxy-5,5,8,8-tetramethyl-5,6,7,8-tetrahydro-naphthalene). The solvent is CN(C)C=O (DMF). Yields the product C(C#CCC)OC=1C(=CC=2C(CCC(C2C1)(C)C)(C)C)/C=C/C1=CC=C(C(=O)OCC)C=C1 (ethyl (E)-4-[2-(3-pent-2-ynyloxy-5,5,8,8-tetramethyl-5,6,7,8-tetrahydro-naphthalen-2-yl)-vinyl]-benzoate). The yield is 90.1%. RXN SMILES: [H-].[Na+].[C:3]([C:8]1[CH:22]=[CH:21][C:11]([CH2:12]P(=O)(OCC)OCC)=[CH:10][CH:9]=1)([O:5][CH2:6][CH3:7])=[O:4].[CH:23]([C:25]1[C:34]([O:35][CH2:36][C:37]#[C:38][CH2:39][CH3:40])=[CH:33][C:32]2[C:31]([CH3:42])([CH3:41])[CH2:30][CH2:29][C:28]([CH3:44])([CH3:43])[C:27]=2[CH:26]=1)=O>CN(C=O)C>[CH2:36]([O:35][C:34]1[C:25](/[CH:23]=[CH:12]/[C:11]2[CH:10]=[CH:9][C:8]([C:3]([O:5][CH2:6][CH3:7])=[O:4])=[CH:22][CH:21]=2)=[CH:26][C:27]2[C:28]([CH3:44])([CH3:43])[CH2:29][CH2:30][C:31]([CH3:42])([CH3:41])[C:32]=2[CH:33]=1)[C:37]#[C:38][CH2:39][CH3:40] |f:0.1|. Procedure: 193 mg of NaH (55% in mineral oil) were placed in 10 ml of abs. DMF under argon and 1.66 g of diethyl (4-carbethoxybenzyl)-phosphonate were added thereto at 0° and the mixture was subsequently stirred at room temperature until the H2 evolution had finished. Then, 1.08 g of 2-formyl-3-pent-2-ynyloxy-5,5,8,8-tetramethyl-5,6,7,8-tetrahydro-naphthalene without addition solvent were added at 0°. After 30 min. at room temperature the mixture was extracted with hexane and washed twice with ethanol/H2O=... Starting materials: [I-].[Na+] (sodium iodide), 16.5, C([O-])([O-])=O.[K+].[K+] (potassium carbonate), ClCC(=C)CCl (3-chloro-2-chloromethyl-1-propene), OC1=C(C=O)C=CC=C1 (2-hydroxybenzaldehyde). The solvent is CC(=O)C (acetone). Yields the product ClCC(COC1=C(C=O)C=CC=C1)=C (2-{[2-(chloromethyl)-2-propenyl]oxy}benzaldehyde). Yield: 100.2%. Reaction SMILES: [I-].[Na+].C(=O)([O-])[O-].[K+].[K+].[Cl:9][CH2:10][C:11]([CH2:13]Cl)=[CH2:12].[OH:15][C:16]1[CH:23]=[CH:22][CH:21]=[CH:20][C:17]=1[CH:18]=[O:19]>CC(C)=O>[Cl:9][CH2:10][C:11](=[CH2:12])[CH2:13][O:15][C:16]1[CH:23]=[CH:22][CH:21]=[CH:20][C:17]=1[CH:18]=[O:19] |f:0.1,2.3.4|. Procedure: 45 g (0.3 mol) of sodium iodide, 16.5 (0.12 mol) of potassium carbonate and 17.36 ml (0.15 mol) of 3-chloro-2-chloromethyl-1-propene are added to 10.4 ml (0.1 mol) of 2-hydroxybenzaldehyde in solution in acetone. The mixture is left at reflux of the solvent for 12 hours and then the solvent is evaporated. The medium is diluted in ether and the organic phases are subsequently washed successively with a saturated sodium sulfite solution and with brine and are then dried over magnesium sulfate. Pur... The reactants are O=C([O-])[O-], COc1ccc(N)cn1, CCC(C)O, ClCCNCCCl, Cl, [K+], [K+], O. Yields the product COc1ccc(N2CCNCC2)cn1. As a reaction SMILES: [C:18](=[O:19])([O-:20])[O-:21].[CH3:1][O:2][c:3]1[cH:4][cH:5][c:6]([NH2:9])[cH:7][n:8]1.[CH3:25][CH:26]([OH:27])[CH2:28][CH3:29].[Cl:11][CH2:12][CH2:13][NH:14][CH2:15][CH2:16][Cl:17].[ClH:10].[K+:22].[K+:23].[OH2:24]>>[CH3:1][O:2][c:3]1[cH:4][cH:5][c:6]([N:9]2[CH2:12][CH2:13][NH:14][CH2:15][CH2:16]2)[cH:7][n:8]1. Reactants: CN1C(=C(C2=CC=CC=C12)CC(C)C)C(=O)N[C@@H](C(C)C)C(=O)NC(CC(=O)OC(C)(C)C)C(CBr)=O (N-[(1-methyl-3-isobutyl-indole-2-cabonyl)valinyl]-3-amino-5-bromo-4-oxo-pentanoic Acid, tert-butyl Ester), CCCCCC.CCOC(=O)C (hexane EtOAc), [F-].[K+] (potassium fluoride), FC1=CC=C(C=C1)O (4-fluorophenol). Solvent: CN(C)C=O (DMF). Product: CN1C(=C(C2=CC=CC=C12)CC(C)C)C(=O)N[C@@H](C(C)C)C(=O)NC(CC(=O)OC(C)(C)C)C(COC1=CC=C(C=C1)F)=O (N-[(1-methyl-3-isobutyl-indole-2-cabonyl)valinyl]-3-amino-4-oxo-5-(4-fluorophenyloxy)-pentanoic Acid, tert-butyl Ester). Yield: 98.4%. RXN SMILES: [CH3:1][N:2]1[C:10]2[C:5](=[CH:6][CH:7]=[CH:8][CH:9]=2)[C:4]([CH2:11][CH:12]([CH3:14])[CH3:13])=[C:3]1[C:15]([NH:17][C@H:18]([C:22]([NH:24][CH:25]([C:34](=[O:37])[CH2:35]Br)[CH2:26][C:27]([O:29][C:30]([CH3:33])([CH3:32])[CH3:31])=[O:28])=[O:23])[CH:19]([CH3:21])[CH3:20])=[O:16].[F-].[K+].[F:40][C:41]1[CH:46]=[CH:45][C:44]([OH:47])=[CH:43][CH:42]=1.CCCCCC.CCOC(C)=O>CN(C=O)C>[CH3:1][N:2]1[C:10]2[C:5](=[CH:6][CH:7]=[CH:8][CH:9]=2)[C:4]([CH2:11][CH:12]([CH3:14])[CH3:13])=[C:3]1[C:15]([NH:17][C@H:18]([C:22]([NH:24][CH:25]([C:34](=[O:37])[CH2:35][O:47][C:44]1[CH:45]=[CH:46][C:41]([F:40])=[CH:42][CH:43]=1)[CH2:26][C:27]([O:29][C:30]([CH3:33])([CH3:32])[CH3:31])=[O:28])=[O:23])[CH:19]([CH3:21])[CH3:20])=[O:16] |f:1.2,4.5|. Procedure: The titled product (72 mg, 100%) was prepared as a white solid as described in Example 82 using the product of Example 81 (68.0 mg, 0.12 mmol), potassium fluoride (15.6 mg, 0.27 mmol), and 4-fluorophenol (13.4 mg, 0.12 mmol) in DMF (2.0 ml) TLC (hexane/EtOAc, 50/50): Rf=0.48. Starting materials: C1(=CC=CC=C1)C=NN1C(N(CC1)CCCCCl)=O (1-phenylmethyleneamino-3-(4-chlorobutyl)-2-imidazolidinone), [I-].[Na+] (sodium iodide). Run in CC(=O)C (acetone). Reaction conditions: time 1 hour. The product is C1(=CC=CC=C1)C=NN1C(N(CC1)CCCCI)=O (1-phenylmethyleneamino-3-(4-iodobutyl)-2-imidazolidinone). Isolated yield 65.0%. As a reaction SMILES: [C:1]1([CH:7]=[N:8][N:9]2[CH2:13][CH2:12][N:11]([CH2:14][CH2:15][CH2:16][CH2:17]Cl)[C:10]2=[O:19])[CH:6]=[CH:5][CH:4]=[CH:3][CH:2]=1.[I-:20].[Na+]>CC(C)=O>[C:1]1([CH:7]=[N:8][N:9]2[CH2:13][CH2:12][N:11]([CH2:14][CH2:15][CH2:16][CH2:17][I:20])[C:10]2=[O:19])[CH:6]=[CH:5][CH:4]=[CH:3][CH:2]=1 |f:1.2|. Procedure: A stirred mixture of 1-phenylmethyleneamino-3-(4-chlorobutyl)-2-imidazolidinone (36.4 g, 0.1301 mole), acetone (700 ml) and sodium iodide (42.9 g, 0.2862 mole) is heated to reflux which is maintained for 24 hours. The mixture is filtered hot, removing the solid. After cooling, the filtrate is poured into H2O (2000 ml) and stirred 1 hour. The solid is collected, washed with H2O, and air-dried to give 31.4 g, (0.0845 mole) of 1-phenylmethyleneamino-3-(4-iodobutyl)-2-imidazolidinone. Reactants: C(#N)C1=C2CC(C(C2=CC=C1)=O)N1C(=NC=C1)C(=O)N (1-[(4-cyano-1-oxoindan-2-yl)]imidazole-2-carboxamide). Run in C(C)(=O)O (acetic acid). Product: C(#N)C=1C=2CC3=C(NC(C=4N3C=CN4)=O)C2C=CC1 (9-cyano-5H,10H-imidazo[1,2-a]indeno[1,2-e]pyrazine-4-one). The yield is 42.9%. Reaction SMILES: [C:1]([C:3]1[CH:11]=[CH:10][CH:9]=[C:8]2[C:4]=1[CH2:5][CH:6]([N:13]1[CH:17]=[CH:16][N:15]=[C:14]1[C:18]([NH2:20])=[O:19])[C:7]2=O)#[N:2]>C(O)(=O)C>[C:1]([C:3]1[C:4]2[CH2:5][C:6]3[N:13]4[CH:17]=[CH:16][N:15]=[C:14]4[C:18](=[O:19])[NH:20][C:7]=3[C:8]=2[CH:9]=[CH:10][CH:11]=1)#[N:2]. Procedure: 9-Cyano-5H,10H-imidazo[1,2-a]indeno[1,2-e]pyrazin-4-one can be obtained in the following way: 1 g of 1-[(4-cyano-1-oxoindan-2-yl)]imidazole-2-carboxamide is dissolved in 10 ml of acetic acid and the solution is brought to reflux for 22 hours. After cooling the reaction mixture, the suspension is filtered and washed with 5 ml of acetic acid, distilled water and ethyl ether. The solid is dried under reduced pressure (15 mm Hg; 2 kPa) at 30° C. and 0.4 g of 9-cyano-5H,10H-imidazo[1,2-a]indeno[1,2-e... Reactants: ClC1=C2C3=C(C(NC2=NC=C1)=O)C=CC=C3 (1-Chloro-5H-benzo[c][1,8]naphthyridin-6-one), C(#C)C1=CC(=CC=C1)Cl (1-ethynyl-3-chloro-benzene). The product is ClC=1C=C(C=CC1)C#CC1=C2C3=C(C(NC2=NC=C1)=O)C=CC=C3 (1-(3-Chloro-phenylethynyl)-5H-benzo[c][1,8]naphthyridin-6-one). The yield is 72.4%. Reaction SMILES: Cl[C:2]1[CH:11]=[CH:10][N:9]=[C:8]2[C:3]=1[C:4]1[CH:16]=[CH:15][CH:14]=[CH:13][C:5]=1[C:6](=[O:12])[NH:7]2.[C:17]([C:19]1[CH:24]=[CH:23][CH:22]=[C:21]([Cl:25])[CH:20]=1)#[CH:18]>>[Cl:25][C:21]1[CH:20]=[C:19]([C:17]#[C:18][C:2]2[CH:11]=[CH:10][N:9]=[C:8]3[C:3]=2[C:4]2[CH:16]=[CH:15][CH:14]=[CH:13][C:5]=2[C:6](=[O:12])[NH:7]3)[CH:24]=[CH:23][CH:22]=1. Procedure details: The title compound was synthesized according to the procedure described for the preparation of Example 160 using Compound 83 (100 mg, 0.43 mmol) and 1-ethynyl-3-chloro-benzene (88 mg, 0.65 mmol) to provide 165 (103 mg, 72% yield) as a white solid. LC-MS (M+H=331, obsd.=331). Reactants: BrC1=NC=C(C=C1)C (2-bromo-5-picoline), BrN1C(CCC1=O)=O (N-bromosuccinimide), N(=NC(C#N)(C)C)C(C#N)(C)C (azobisisobutyronitrile). Solvent: C(Cl)(Cl)(Cl)Cl (carbon tetrachloride). Product: BrC1=NC=C(C=C1)CBr (2-bromo-5-bromomethylpyridine). The yield is 110.3%. RXN SMILES: [Br:1][C:2]1[CH:7]=[CH:6][C:5]([CH3:8])=[CH:4][N:3]=1.[Br:9]N1C(=O)CCC1=O.N(C(C)(C)C#N)=NC(C)(C)C#N>C(Cl)(Cl)(Cl)Cl>[Br:1][C:2]1[CH:7]=[CH:6][C:5]([CH2:8][Br:9])=[CH:4][N:3]=1. Reported procedure: A solution of 296.3 g (1.72 mol) of 2-bromo-5-picoline from step 3 in 6 L of carbon tetrachloride was treated with 306.5 g (1.72 mol) of N-bromosuccinimide (NBS) and 28.3 g 173 mmol) of azobisisobutyronitrile (AIBN). The reaction was stirred at reflux under nitrogen for 3 h, filtered, and concentrated in vacuo providing 476 g of crude 2-bromo-5-bromomethylpyridine as a brownish yellow solid (NMR indicates that this material is only 60% monobromomethyl product): NMR (CDCl3)δ4.42 (s, 2 H), 7.48 (d... As a reaction SMILES: [CH3:10][CH2:11][CH2:12][SH:13].[CH3:16][CH2:17][OH:18].[F:1][c:2]1[cH:3][cH:4][c:5]([NH2:9])[c:6]([CH3:8])[n:7]1.[K+:15].[OH-:14]>>[c:2]1([S:13][CH2:12][CH2:11][CH3:10])[cH:3][cH:4][c:5]([NH2:9])[c:6]([CH3:8])[n:7]1. Yields the product CCCSc1ccc(N)c(C)n1. Starting materials: CCCS, CCO, Cc1nc(F)ccc1N, [K+], [OH-].